This data is from the Open Reaction Database (ORD), a public repository of structured organic reaction records. The task is: describe an organic reaction: reactants, conditions, products, and yield Starting materials: BrC(=C)C1=CC=CC=C1 (α-bromo styrene), [Li]C(C)(C)C (tert-BuLi), Cl (HCl), B(OC(C)C)(OC(C)C)OC(C)C (triisopropyl borate). Solvent: C(C)OCC (diethyl ether), C(C)OCC (diethyl ether). Reaction conditions: temperature -78 celsius, time 0.5 hour. The product is C=C(C1=CC=CC=C1)B(O)O (styrene α-boronic acid). As a reaction SMILES: Br[C:2]([C:4]1[CH:9]=[CH:8][CH:7]=[CH:6][CH:5]=1)=[CH2:3].[Li]C(C)(C)C.[B:15](OC(C)C)([O:20]C(C)C)[O:16]C(C)C.Cl>C(OCC)C>[CH2:3]=[C:2]([B:15]([OH:20])[OH:16])[C:4]1[CH:9]=[CH:8][CH:7]=[CH:6][CH:5]=1. Procedure: A solution of α-bromo styrene (5.5 g, 30 mmol) in diethyl ether (30 mL) at −78° C. was treated with a solution of tert-BuLi (1.7 M solution, 21.2 mL, 36 mmol), stirred at −78° C. for 0.5 hours, treated with triisopropyl borate (8.31 mL, 36 mmol) over 48 minutes, stirred for 1 hour, warmed to room temperature over 18 hours, diluted with diethyl ether (100 mL), treated with 1M HCl (100 mL), stirred at room temperature for 5 hours, concentrated to remove the THF, adjusted pH 14 with IN NaOH, washed... Reactants: ClCCl, OCc1ccc(Oc2nc3ccc(F)cc3s2)cc1, O=S(Cl)Cl. Yields the product Fc1ccc2nc(Oc3ccc(CCl)cc3)sc2c1. Reaction SMILES: [Cl:24][CH2:25][Cl:26].[F:1][c:2]1[cH:3][c:4]2[c:5]([n:6][c:7]([O:9][c:10]3[cH:11][cH:12][c:13]([CH2:16][OH:17])[cH:14][cH:15]3)[s:8]2)[cH:18][cH:19]1.[S:20]([Cl:21])([Cl:22])=[O:23]>>[F:1][c:2]1[cH:3][c:4]2[c:5]([n:6][c:7]([O:9][c:10]3[cH:11][cH:12][c:13]([CH2:16][Cl:22])[cH:14][cH:15]3)[s:8]2)[cH:18][cH:19]1. The reactants are OCCSCCOC1=CC=C(C=C1)CCC(=O)O (3-[4-[2-(2-hydroxyethylthio)ethoxy]phenyl]propanoic acid), C1(=CC=CC=C1)C (toluene), C1(=CC=C(C=C1)S(=O)(=O)O)C (p-toluenesulfonic acid). Solvent: C(C)(=O)O (acetic acid). Yields the product C(C)(=O)OCCSCCOC1=CC=C(C=C1)CCC(=O)O (3-[4-[2-(2-acetoxyethylthio]ethoxy]phenyl]propanoic acid). Yield: 88.0%. RXN SMILES: [OH:1][CH2:2][CH2:3][S:4][CH2:5][CH2:6][O:7][C:8]1[CH:13]=[CH:12][C:11]([CH2:14][CH2:15][C:16]([OH:18])=[O:17])=[CH:10][CH:9]=1.C1(C)C=CC(S(O)(=O)=[O:26])=CC=1.[C:30]1([CH3:36])C=CC=CC=1>C(O)(=O)C>[C:30]([O:1][CH2:2][CH2:3][S:4][CH2:5][CH2:6][O:7][C:8]1[CH:9]=[CH:10][C:11]([CH2:14][CH2:15][C:16]([OH:18])=[O:17])=[CH:12][CH:13]=1)(=[O:26])[CH3:36]. Procedure: A solution of 3-[4-[2-(2-hydroxyethylthio)ethoxy]phenyl]propanoic acid, (35.67 g, 0.13 mol) in a mixture of toluene (500 ml) and acetic acid (500 ml) was treated with p-toluenesulfonic acid (1.2 g) and then heated under reflux using a Dean-Stark apparatus for 2 h. The cooled mixture was concentrated in vacuo and the residue was diluted with ethyl acetate, washed with water and dried (magnesium sulfate). Evaporation of the solvent under vacuum gave a solid which was crystallized from hexane to gi... Reactants: BrC=1SC2=C(N1)C=CC(=C2)C(=O)OCC (2-bromo-6-ethoxycarbonylbenzothiazole), Cl (hydrochloric acid), S.[K] (potassium hydrogen sulfide), S1C=NC2=C1C=CC=C2 (benzothiazole). Run in C(C)O (ethanol). Run at temperature 80 celsius, time 30 minute. Yields the product C(C)OC(=O)C1=CC2=C(N=C(S2)S)C=C1 (6-ethoxycarbonyl-2-mercaptobenzothiazole). RXN SMILES: Br[C:2]1[S:3][C:4]2[CH:10]=[C:9]([C:11]([O:13][CH2:14][CH3:15])=[O:12])[CH:8]=[CH:7][C:5]=2[N:6]=1.S.[K].[S:18]1C2C=CC=CC=2N=C1.Cl>C(O)C>[CH2:14]([O:13][C:11]([C:9]1[CH:8]=[CH:7][C:5]2[N:6]=[C:2]([SH:18])[S:3][C:4]=2[CH:10]=1)=[O:12])[CH3:15] |f:1.2,^1:16|. Procedure details: The crude 2-bromo-6-ethoxycarbonylbenzothiazole (1.90 g, 6.64 mmol) from Step 2 was suspended in absolute ethanol (35 mL) and treated with potassium hydrogen sulfide (0.96 g, 13.3 mmol). The mixture was placed under a nitrogen atmosphere, stirred, and heated in an oil bath at 80° C. The benzothiazole starring material gradually went into solution. After hearing for 30 minutes, the mixture was cooled in an ice bath, treated with 1N hydrochloric acid (13.5 mL), and evaporated under vacuum. The res... Reactants: CC(C)([O-])C (tert-butoxide), N1N=CC(=C1)C(=O)OCC (ethyl 4-pyrazolecarboxylate), BrCC1=CC(=C(C=C1)C=1SC2=NC(=CC=C2N1)C1(CC1)C1=CC=CC=C1)F (2-(4-(bromomethyl)-2-fluorophenyl)-5-(1-phenylcyclopropyl)thiazolo[5,4-b]pyridine). The solvent is C(C)O (ethyl alcohol). Run at temperature 70 celsius. Product: FC=1C=C(CN2N=CC(=C2)C(=O)OCC)C=CC1C=1SC2=NC(=CC=C2N1)C1(CC1)C1=CC=CC=C1 (ethyl 1-(3-fluoro-4-(5-(1-phenylcyclopropyl)thiazolo[5,4-b]pyridin-2-yl)benzyl)-1H-pyrazole-4-carboxylate). RXN SMILES: [NH:1]1[CH:5]=[C:4]([C:6]([O:8][CH2:9][CH3:10])=[O:7])[CH:3]=[N:2]1.CC(C)([O-])C.Br[CH2:17][C:18]1[CH:23]=[CH:22][C:21]([C:24]2[S:25][C:26]3[C:31]([N:32]=2)=[CH:30][CH:29]=[C:28]([C:33]2([C:36]4[CH:41]=[CH:40][CH:39]=[CH:38][CH:37]=4)[CH2:35][CH2:34]2)[N:27]=3)=[C:20]([F:42])[CH:19]=1>C(O)C>[F:42][C:20]1[CH:19]=[C:18]([CH:23]=[CH:22][C:21]=1[C:24]1[S:25][C:26]2[C:31]([N:32]=1)=[CH:30][CH:29]=[C:28]([C:33]1([C:36]3[CH:37]=[CH:38][CH:39]=[CH:40][CH:41]=3)[CH2:34][CH2:35]1)[N:27]=2)[CH2:17][N:1]1[CH:5]=[C:4]([C:6]([O:8][CH2:9][CH3:10])=[O:7])[CH:3]=[N:2]1. Procedure details: In a reactor tube was dissolved ethyl 4-pyrazolecarboxylate (0.0957 g, 0.683 mmol) methyl 4-imidazolecarboxylate (0.047 g, 0.37 mmol) in ethyl alcohol (2 mL). To this solution was added tert-butoxide (0.0656 g, 0.683 mmol) followed by 2-(4-(bromomethyl)-2-fluorophenyl)-5-(1-phenylcyclopropyl)thiazolo[5,4-b]pyridine (0.150 g, 0.341 mmol) and the reaction mixture was heated to 70° C. for 90 min. The solid observed was collected by filtration, rinsed with Et2O to afford ethyl 1-(3-fluoro-4-(5-(1-ph... The reactants are [Al+3], CC(C)(C)OC(=O)NC(Cc1ccccc1)C(O)CC#N, C1CCOC1, [H-], [H-], [H-], [H-], [Li+]. Product: CC(C)(C)OC(=O)NC(Cc1ccccc1)C(O)CCN. Reaction SMILES: [Al+3:2].[C:7]([CH3:8])([CH3:9])([CH3:10])[O:11][C:12]([NH:13][CH:14]([CH:15]([CH2:16][C:17]#[N:18])[OH:19])[CH2:20][c:21]1[cH:22][cH:23][cH:24][cH:25][cH:26]1)=[O:27].[CH2:28]1[O:29][CH2:30][CH2:31][CH2:32]1.[H-:1].[H-:4].[H-:5].[H-:6].[Li+:3]>>[C:7]([CH3:8])([CH3:9])([CH3:10])[O:11][C:12]([NH:13][CH:14]([CH:15]([CH2:16][CH2:17][NH2:18])[OH:19])[CH2:20][c:21]1[cH:22][cH:23][cH:24][cH:25][cH:26]1)=[O:27]. Run at time 2 day. Reactants: C(C1=CC=CC=C1)(=O)OC1=CN(C2=CC(=CC=C2C1=O)F)C (7-fluoro-1-methyl-4-oxo-1,4-dihydro-quinol-3-yl benzoate), N1CCCCC1 (piperidine). Product: FC1=CC=C2C(C(=CN(C2=C1)C)O)=O (7-fluoro-3-hydroxy-1 -methyl-4-quinolone). The solvent is ClCCl (dichloromethane). Procedure details: A mixture of 7-fluoro-1-methyl-4-oxo-1,4-dihydro-quinol-3-yl benzoate (1 0 g), piperidine (3.7 ml) and dichloromethane (200 ml) was stirred at ambient temperature for 2 days under nitrogen. The solvent was removed by distillation at 50°. The resultant solid was triturated with diethyl ether 100 ml), collected and washed with diethyl ether (2×100 ml) to give the novel compound 7-fluoro-3-hydroxy-1 -methyl-4-quinolone, m.p. 283°-285°. RXN SMILES: C([O:9][C:10]1[C:19](=[O:20])[C:18]2[C:13](=[CH:14][C:15]([F:21])=[CH:16][CH:17]=2)[N:12]([CH3:22])[CH:11]=1)(=O)C1C=CC=CC=1.N1CCCCC1>ClCCl>[F:21][C:15]1[CH:14]=[C:13]2[C:18]([C:19](=[O:20])[C:10]([OH:9])=[CH:11][N:12]2[CH3:22])=[CH:17][CH:16]=1.